Dataset: the Open Reaction Database (ORD), a public repository of structured organic reaction records. Task: describe an organic reaction: reactants, conditions, products, and yield Starting materials: CC=CCBr, Clc1ccc(CNc2cccnc2)cc1, [KH], C1CCOC1. The product is CC=CCN(Cc1ccc(Cl)cc1)c1cccnc1. RXN SMILES: [Br:17][CH2:18][CH:19]=[CH:20][CH3:21].[Cl:1][c:2]1[cH:3][cH:4][c:5]([CH2:8][NH:9][c:10]2[cH:11][n:12][cH:13][cH:14][cH:15]2)[cH:6][cH:7]1.[KH:16].[O:22]1[CH2:23][CH2:24][CH2:25][CH2:26]1>>[Cl:1][c:2]1[cH:3][cH:4][c:5]([CH2:8][N:9]([c:10]2[cH:11][n:12][cH:13][cH:14][cH:15]2)[CH2:18][CH:19]=[CH:20][CH3:21])[cH:6][cH:7]1. The reactants are S(O)(O)(=O)=O (sulfuric acid), C(=O)C1=CC(=C(C#N)C=C1)C (4-formyl-2-methylbenzonitrile). Run in ice water. Reaction conditions: time 4.5 day. Yields the product C(=O)C1=CC(=C(C(=O)N)C=C1)C (4-formyl-2-methyl benzoic acid amide). As a reaction SMILES: S(=O)(=O)(O)[OH:2].[CH:6]([C:8]1[CH:15]=[CH:14][C:11]([C:12]#[N:13])=[C:10]([CH3:16])[CH:9]=1)=[O:7]>>[CH:6]([C:8]1[CH:15]=[CH:14][C:11]([C:12]([NH2:13])=[O:2])=[C:10]([CH3:16])[CH:9]=1)=[O:7]. Procedure details: In 0.40 g of 4-formyl-2-methylbenzonitrile, 7 mL of concentrated sulfuric acid was added, and stirred at room temperature for 4.5 days. After the completion of the reaction, the reaction mixture was poured in 20 mL of ice water, extracted with ethyl acetate (15 mL×2). The combined organic phases were washed with water, and dehydrated with and dried over saturated sodium chloride aqueous solution and then anhydrous magnesium sulfate, and the solvent was distilled off under reduced pressure. The r...